Task: describe an organic reaction: reactants, conditions, products, and yield. Dataset: the Open Reaction Database (ORD), a public repository of structured organic reaction records Reactants: C1(=CC=CC=C1)OC(=O)Cl (phenylchloroformate), NC1=NC(=CN=C1)OC (2-Amino-6-methoxy-pyrazine), CC#N (MeCN), N1=CC=CC=C1 (pyridine). The solvent is C1CCOC1 (THF), C1CCOC1 (THF). Reaction conditions: time 18 hour. Product: COC1=CN=CC(=N1)NC(OC1=CC=CC=C1)=O (Phenyl 6-methoxypyrazin-2-ylcarbamate). As a reaction SMILES: [NH2:1][C:2]1[CH:7]=[N:6][CH:5]=[C:4]([O:8][CH3:9])[N:3]=1.CC#N.N1C=CC=CC=1.[C:19]1([O:25][C:26](Cl)=[O:27])[CH:24]=[CH:23][CH:22]=[CH:21][CH:20]=1>C1COCC1>[CH3:9][O:8][C:4]1[N:3]=[C:2]([NH:1][C:26](=[O:27])[O:25][C:19]2[CH:24]=[CH:23][CH:22]=[CH:21][CH:20]=2)[CH:7]=[N:6][CH:5]=1. Procedure details: 2-Amino-6-methoxy-pyrazine (1.00 g, 8 mmol) was dissolved in a mix of 1:2 THF:MeCN (30 mL), cooled to 0° C., and treated with pyridine (0.664 g, 8.3 mmol) followed by the dropwise addition of phenylchloroformate (1.3 g, 8.3 mmol) in THF (10 mL). After stirring for 18 h, the resulting white solid was collected by filtration (1.3 g, 68%) and was used without further purification.